From a dataset of the Open Reaction Database (ORD), a public repository of structured organic reaction records. describe an organic reaction: reactants, conditions, products, and yield The reactants are BrC1=CC=C(C=C1)C1C(N(CC=2N1C=NC2)CC2=CC=C(C=C2)OC)=O (5-(4-Bromo-phenyl)-7-(4-methoxy-benzyl)-7,8-dihydro-imidazo[1,5-a]pyrazin-6-one), BrC1=CC=C(C=C1)C1C(N(CC=2N1C=NC2)CC2=CC=C(C=C2)OC)=O (5-(4-bromo-phenyl)-7-(4-methoxy-benzyl)-7,8-dihydro-imidazo[1,5-a]pyrazin-6-one), P(=O)([O-])([O-])[O-].[K+].[K+].[K+] (potassium phosphate), ClC1=CC=C(C=C1)B(O)O (4-chlorophenyl boronic acid). Reagents/catalysts: C1=CC=C(C=C1)P([C-]2C=CC=C2)C3=CC=CC=C3.C1=CC=C(C=C1)P([C-]2C=CC=C2)C3=CC=CC=C3.Cl[Pd]Cl.[Fe+2] ([1,1′-bis(diphenylphosphino)-ferrocene]dichloropalladium (II)). The solvent is CN(C)C=O (DMF). Reaction conditions: temperature 95 celsius. Product: ClC1=CC=C(C=C1)C1=CC=C(C=C1)C1C(N(CC=2N1C=NC2)CC2=CC=C(C=C2)OC)=O (5-(4′-chlorobiphenyl-4-yl)-7-(4-methoxy-benzyl)-7,8-dihydro-imidazo[1,5-a]pyrazin-6-one). RXN SMILES: Br[C:2]1[CH:7]=[CH:6][C:5]([CH:8]2[N:13]3[CH:14]=[N:15][CH:16]=[C:12]3[CH2:11][N:10]([CH2:17][C:18]3[CH:23]=[CH:22][C:21]([O:24][CH3:25])=[CH:20][CH:19]=3)[C:9]2=[O:26])=[CH:4][CH:3]=1.P([O-])([O-])([O-])=O.[K+].[K+].[K+].[Cl:35][C:36]1[CH:41]=[CH:40][C:39](B(O)O)=[CH:38][CH:37]=1>CN(C=O)C.C1C=CC(P(C2C=CC=CC=2)[C-]2C=CC=C2)=CC=1.C1C=CC(P(C2C=CC=CC=2)[C-]2C=CC=C2)=CC=1.Cl[Pd]Cl.[Fe+2]>[Cl:35][C:36]1[CH:41]=[CH:40][C:39]([C:2]2[CH:7]=[CH:6][C:5]([CH:8]3[N:13]4[CH:14]=[N:15][CH:16]=[C:12]4[CH2:11][N:10]([CH2:17][C:18]4[CH:23]=[CH:22][C:21]([O:24][CH3:25])=[CH:20][CH:19]=4)[C:9]3=[O:26])=[CH:4][CH:3]=2)=[CH:38][CH:37]=1 |f:1.2.3.4,7.8.9.10|. Reported procedure: To a solution of the title compound of Example 21, 5-(4-bromo-phenyl)-7-(4-methoxy-benzyl)-7,8-dihydro-imidazo[1,5-a]pyrazin-6-one (0.125 g, 0.30 mmol) in DMF (2 mL) is added potassium phosphate (0.129 g, 0.61 mmol) and 4-chlorophenyl boronic acid (0.057 g, 0.36 mmol) followed by [1,1′-bis(diphenylphosphino)-ferrocene]dichloropalladium (II) (0.025 g, 10 mol %). The reaction mixture is degassed, purged with nitrogen then heated at 95° C. for 5 h. The reaction mixture is partitioned between water ... Reactants: N1CCCC1 (Pyrrolidine), COC(=O)N1CC(CC1)=O (N-methoxycarbonyl-3-oxo-tetrahydropyrrole), C([O-])([O-])=O.[K+].[K+] (potassium carbonate). Run in CCOCC (ether), C1(=CC=CC=C1)C (toluene). The product is N1(CCCC1)C=1CN(CC1)C(=O)OC (3-pyrrolidino-N-methoxycarbonyl-2,5-dihydropyrrole). Reaction SMILES: [NH:1]1[CH2:5][CH2:4][CH2:3][CH2:2]1.[CH3:6][O:7][C:8]([N:10]1[CH2:14][CH2:13][C:12](=O)[CH2:11]1)=[O:9].C(=O)([O-])[O-].[K+].[K+]>CCOCC.C1(C)C=CC=CC=1>[N:1]1([C:12]2[CH2:11][N:10]([C:8]([O:7][CH3:6])=[O:9])[CH2:14][CH:13]=2)[CH2:5][CH2:4][CH2:3][CH2:2]1 |f:2.3.4|. Procedure: Pyrrolidine (25 ml) is slowly added dropwise to a stirred suspension of 28.63 g of N-methoxycarbonyl-3-oxo-tetrahydropyrrole [prepared according to J Med Chem 5, 752 (1962)] and 29.5 g of anhydrous potassium carbonate in 200 ml ether and 100 ml toluene at 0°-5° under a nitrogen atmosphere. After 3 hours the suspension is filtered and the filtrate evaporated under reduced pressure to yield 3-pyrrolidino-N-methoxycarbonyl-2,5-dihydropyrrole as an oil. NMR (CDCl3): 4.12 (s), 4.01 (m), 3.63 (s), 3.0... Starting materials: CCOC(C)=O, C, Cn1c(C#N)ccc1-c1ccc(N)cc1, O, O=S(=O)(Cl)Cl, c1ccncc1. Product: Cn1c(C#N)ccc1-c1ccc(NS(C)(=O)=O)cc1. RXN SMILES: [CH3:29][CH2:30][O:31][C:32](=[O:33])[CH3:34].[CH4:21].[NH2:1][c:2]1[cH:3][cH:4][c:5](-[c:8]2[cH:9][cH:10][c:11]([C:14]#[N:15])[n:12]2[CH3:13])[cH:6][cH:7]1.[OH2:22].[S:16](=[O:17])(=[O:18])([Cl:19])[Cl:20].[cH:23]1[cH:24][cH:25][n:26][cH:27][cH:28]1>>[NH:1]([c:2]1[cH:3][cH:4][c:5](-[c:8]2[cH:9][cH:10][c:11]([C:14]#[N:15])[n:12]2[CH3:13])[cH:6][cH:7]1)[S:16](=[O:17])(=[O:18])[CH3:21].